Dataset: the Open Reaction Database (ORD), a public repository of structured organic reaction records. Task: describe an organic reaction: reactants, conditions, products, and yield The product is C(C)OC(=O)N1CCC(CC1)N1CCC(CC1)N1C(N(C2=C1C=CC=C2)C)=O (1-[1-(1-ethoxycarbonylpiperidin-4-yl)-piperidin-4-yl]-3-methyl-1,3-dihydro-2H-benzimidazol-2-one). The reactants are C(C#C)Br (propargyl bromide), C(C)OC(=O)N1CCC(CC1)N1CCC(CC1)N1C(NC2=C1C=CC=C2)=O (1-(1-ethoxycarbonylpiperidin-4-yl-piperidin-4-yl]-1,3-dihydro-2H-benzimidazol-2-one), CI (methyl iodide), COC(=O)N1CCC(CC1)N1CCC(CC1)N1C(NC2=C1C=CC=C2)=O (1-[1-(1-methoxycarbonylpiperidin-4-yl)-piperidin-4-yl]-1,3-dihydro-2H-benzimidazol-2-one). RXN SMILES: [CH2:1](Br)C#C.CI.COC(N1CCC(N2CCC(N3C4C=CC=CC=4NC3=O)CC2)CC1)=O.[CH2:33]([O:35][C:36]([N:38]1[CH2:43][CH2:42][CH:41]([N:44]2[CH2:49][CH2:48][CH:47]([N:50]3[C:54]4[CH:55]=[CH:56][CH:57]=[CH:58][C:53]=4[NH:52][C:51]3=[O:59])[CH2:46][CH2:45]2)[CH2:40][CH2:39]1)=[O:37])[CH3:34]>>[CH2:33]([O:35][C:36]([N:38]1[CH2:43][CH2:42][CH:41]([N:44]2[CH2:45][CH2:46][CH:47]([N:50]3[C:54]4[CH:55]=[CH:56][CH:57]=[CH:58][C:53]=4[N:52]([CH3:1])[C:51]3=[O:59])[CH2:48][CH2:49]2)[CH2:40][CH2:39]1)=[O:37])[CH3:34]. Procedure details: Example 1 was repeated except that the propargyl bromide was replaced with methyl iodide and 1-[1-(1-methoxycarbonylpiperidin-4-yl)-piperidin-4-yl]-1,3-dihydro-2H-benzimidazol-2-one was replaced with 1-[1-(1-ethoxycarbonylpiperidin-4-yl-piperidin-4-yl]-1,3-dihydro-2H-benzimidazol-2-one which was synthesized by the method of Referential Example 16, and the title compound was obtained as a colorless oil. Starting materials: FC=1C=C(C=C(C1)F)CC(=O)N[C@@H](C)C(=O)O (N-(3,5-difluorophenylacetyl)-L-alanine), solid, NC(C(=O)OCC)C=1C=CC2=C(C=CS2)C1 (ethyl 2-amino-2-(benzothiophen-5-yl)acetate). The product is FC=1C=C(C=C(C1)F)CC(=O)N[C@@H](C)C(=O)NC(C(=O)OCC)C=1C=CC2=C(C=CS2)C1 (Ethyl N-[N-(3,5-Difluorophenylacetyl)-L-alaninyl]-2-amino-2-(benzothiophen-5-yl)acetate). Reaction SMILES: [F:1][C:2]1[CH:3]=[C:4]([CH2:9][C:10]([NH:12][C@H:13]([C:15]([OH:17])=O)[CH3:14])=[O:11])[CH:5]=[C:6]([F:8])[CH:7]=1.[NH2:18][CH:19]([C:25]1[CH:26]=[CH:27][C:28]2[S:32][CH:31]=[CH:30][C:29]=2[CH:33]=1)[C:20]([O:22][CH2:23][CH3:24])=[O:21]>>[F:8][C:6]1[CH:5]=[C:4]([CH2:9][C:10]([NH:12][C@H:13]([C:15]([NH:18][CH:19]([C:25]2[CH:26]=[CH:27][C:28]3[S:32][CH:31]=[CH:30][C:29]=3[CH:33]=2)[C:20]([O:22][CH2:23][CH3:24])=[O:21])=[O:17])[CH3:14])=[O:11])[CH:3]=[C:2]([F:1])[CH:7]=1. Procedure details: Following General Procedure C and using N-(3,5-difluorophenylacetyl)-L-alanine (from Example B2 above) and ethyl 2-amino-2-(benzothiophen-5-yl)acetate (prepared as described in S. Kukolja et al., J. Med. Chem., 1985, 28, 1896-1903), the title compound was prepared as a solid (mp=126.5-127.5° C.). The product was purified by preparative LC 2000 chromatography using 1:1 hexanes/EtOAc as the eluent. The reactants are COc1ccc(CN2C(=O)N(C)C(CNC(=O)c3ccc(F)cc3)(C(F)(F)F)c3cc(Br)ccc32)cc1, CC#N, ClC(Cl)Cl, [Ce], O=[N+]([O-])[O-], [NH4+], O. The product is CN1C(=O)Nc2ccc(Br)cc2C1(CNC(=O)c1ccc(F)cc1)C(F)(F)F. Reaction SMILES: [Br:1][c:2]1[cH:3][c:4]2[c:9]([cH:10][cH:11]1)[N:8]([CH2:12][c:13]1[cH:14][cH:15][c:16]([O:17][CH3:18])[cH:19][cH:20]1)[C:7](=[O:21])[N:6]([CH3:22])[C:5]2([C:23]([F:24])([F:25])[F:26])[CH2:27][NH:28][C:29]([c:30]1[cH:31][cH:32][c:33]([F:36])[cH:34][cH:35]1)=[O:37].[CH3:48][C:49]#[N:50].[CH:44]([Cl:45])([Cl:46])[Cl:47].[Ce:43].[N+:38]([O-:39])([O-:40])=[O:41].[NH4+:42].[OH2:51]>>[Br:1][c:2]1[cH:3][c:4]2[c:9]([cH:10][cH:11]1)[NH:8][C:7](=[O:21])[N:6]([CH3:22])[C:5]2([C:23]([F:24])([F:25])[F:26])[CH2:27][NH:28][C:29]([c:30]1[cH:31][cH:32][c:33]([F:36])[cH:34][cH:35]1)=[O:37]. The reactants are O=C1C(C(CC1)=O)C(=O)OCC1=CC=CC=C1 (benzyl 2,5-dioxocyclopentanecarboxylate), NC1C(CCCC1)O (2-aminocyclohexanol). Solvent: CO (MeOH). Reaction conditions: time 18 hour. Yields the product OC1C(CCCC1)NC(OCC1=CC=CC=C1)=O (benzyl 2-hydroxycyclohexylcarbamate). Isolated yield 83.0%. As a reaction SMILES: O=C1CCC(=O)C1[C:8]([O:10][CH2:11][C:12]1[CH:17]=[CH:16][CH:15]=[CH:14][CH:13]=1)=[O:9].[NH2:18][CH:19]1[CH2:24][CH2:23][CH2:22][CH2:21][CH:20]1[OH:25]>CO>[OH:25][CH:20]1[CH2:21][CH2:22][CH2:23][CH2:24][CH:19]1[NH:18][C:8](=[O:9])[O:10][CH2:11][C:12]1[CH:13]=[CH:14][CH:15]=[CH:16][CH:17]=1. Reported procedure: At 0° C. to a solution of benzyl 2,5-dioxocyclopentanecarboxylate (2.58 g, 10.35 mmol) in MeOH (20 mL) was added 2-aminocyclohexanol (1.25 g, 10.87 mmol). The reaction mixture was stirred at room temperature for 18 h and quenched with 0.25 N HCl (8 mL). MeOH was removed under vacuum and the aqueous layer was extracted with CH2Cl2 (4×10 mL). The combined organic layers were washed with sat. NaCl (20 mL), dried over Na2SO4, filtered and concentrated. The residue was purified by ISCO chromatography... The reactants are FC1=CC=C(C=C1)N1N=CC=2C=C3C(=NC21)CCCC2C3(CCC(C2)=O)CC2=NC=CC=C2 (rac-(4aR,12bR)-9-(4-fluorophenyl)-12b-(pyridin-2-ylmethyl)-1,4,4a,5,6,7,9,12b-octahydrobenzo[3,4]cyclohepta[1,2-b]pyrazolo[4,3-e]pyridin-3(2H)-one), [H-].[Na+] (Sodium hydride), CS(=O)C (DMSO), [I-].C[S+](=O)(C)C (Trimethylsulfoxonium iodide). Run in C1CCOC1 (THF). Run at time 12 hour. Yields the product FC1=CC=C(C=C1)N1N=CC=2C=C3C(=NC21)CCCC2C3(CCC3(OC3)C2)CC2=NC=CC=C2 (rac-(2′R,4aS,12bS)-9-(4-fluorophenyl)-12b-(pyridin-2-ylmethyl)-2,4,4a,5,6,7,9,12b-octahydro-1H-spiro[benzo[3,4]cyclohepta[1,2-b]pyrazolo[4,3-e]pyridine-3,2′-oxirane]). The yield is 72.2%. As a reaction SMILES: [H-].[Na+].CS(C)=O.[I-].[CH3:8][S+](C)(C)=O.[F:13][C:14]1[CH:19]=[CH:18][C:17]([N:20]2[C:28]3[N:27]=[C:26]4[CH2:29][CH2:30][CH2:31][CH:32]5[CH2:37][C:36](=[O:38])[CH2:35][CH2:34][C:33]5([CH2:39][C:40]5[CH:45]=[CH:44][CH:43]=[CH:42][N:41]=5)[C:25]4=[CH:24][C:23]=3[CH:22]=[N:21]2)=[CH:16][CH:15]=1>C1COCC1>[F:13][C:14]1[CH:19]=[CH:18][C:17]([N:20]2[C:28]3[N:27]=[C:26]4[CH2:29][CH2:30][CH2:31][CH:32]5[CH2:37][C:36]6([CH2:8][O:38]6)[CH2:35][CH2:34][C:33]5([CH2:39][C:40]5[CH:45]=[CH:44][CH:43]=[CH:42][N:41]=5)[C:25]4=[CH:24][C:23]=3[CH:22]=[N:21]2)=[CH:16][CH:15]=1 |f:0.1,3.4|. Reported procedure: Sodium hydride (60 wt % in oil, 0.454 g, 11.35 mmol) and DMSO (25 mL) were heated to about 65° C. for about 30 min then cooled to rt. THF (50 mL) was added then the mixture was cooled to about 0° C. Trimethylsulfoxonium iodide (2.56 g, 11.63 mmol) was added then after about 30 min rac-(4aR,12bR)-9-(4-fluorophenyl)-12b-(pyridin-2-ylmethyl)-1,4,4a,5,6,7,9,12b-octahydrobenzo[3,4]cyclohepta[1,2-b]pyrazolo[4,3-e]pyridin-3 (2H)-one (118, R1=4-Fluorophenyl, R2=Pyridin-2-ylmethyl) (2.5 g, 5.68 mmol) was... The reactants are COc1ccc(CCCl)cc1, O=C1c2cc3c(cc2CCN1CC1CCCNC1)OCO3. Yields the product Cl, COc1ccc(CCN2CCCC(CN3CCc4cc5c(cc4C3=O)OCO5)C2)cc1. RXN SMILES: [Cl:22][CH2:23][CH2:24][c:25]1[cH:26][cH:27][c:28]([O:31][CH3:32])[cH:29][cH:30]1.[NH:1]1[CH2:2][CH:3]([CH2:7][N:8]2[C:9](=[O:21])[c:10]3[cH:11][c:12]4[c:13]([cH:14][c:15]3[CH2:16][CH2:17]2)[O:18][CH2:19][O:20]4)[CH2:4][CH2:5][CH2:6]1>>[ClH:22].[N:1]1([CH2:23][CH2:24][c:25]2[cH:26][cH:27][c:28]([O:31][CH3:32])[cH:29][cH:30]2)[CH2:2][CH:3]([CH2:7][N:8]2[C:9](=[O:21])[c:10]3[cH:11][c:12]4[c:13]([cH:14][c:15]3[CH2:16][CH2:17]2)[O:18][CH2:19][O:20]4)[CH2:4][CH2:5][CH2:6]1. Reaction SMILES: [Br:1][C:2]1[CH:3]=[C:4]([C:8]([NH:10][C:11]2[CH:16]=[CH:15][C:14]([C@@H:17]3[CH2:19][C@H:18]3[NH:20]C(=O)OC(C)(C)C)=[CH:13][CH:12]=2)=[O:9])[CH:5]=[CH:6][CH:7]=1.[ClH:28].C(OCC)(=O)C>>[ClH:28].[NH2:20][C@@H:18]1[CH2:19][C@H:17]1[C:14]1[CH:15]=[CH:16][C:11]([NH:10][C:8](=[O:9])[C:4]2[CH:5]=[CH:6][CH:7]=[C:2]([Br:1])[CH:3]=2)=[CH:12][CH:13]=1 |f:1.2,3.4|. Reported procedure: tert-Butyl [trans-2-(4-{[(3-bromophenyl)carbonyl]amino}phenyl)cyclopropyl]carbamate (407 mg) was dissolved in 4N hydrochloric acid/ethyl acetate solution (2 mL), and the mixture was stirred at room temperature for 2 hr. The solvent was evaporated under reduced pressure to give the title compound (320 mg). Reactants: BrC=1C=C(C=CC1)C(=O)NC1=CC=C(C=C1)[C@H]1[C@@H](C1)NC(OC(C)(C)C)=O (tert-Butyl [trans-2-(4-{[(3-bromophenyl)carbonyl]amino}phenyl)cyclopropyl]carbamate), Cl.C(C)(=O)OCC (hydrochloric acid ethyl acetate). Yields the product Cl.N[C@H]1[C@@H](C1)C1=CC=C(C=C1)NC(C1=CC(=CC=C1)Br)=O (N-[4-(trans-2-aminocyclopropyl)phenyl]-3-bromobenzamide hydrochloride). Run at time 2 hour. Reactants: ClC1=C(C=C2C(C(=CN(C2=C1)C1=CC=C(C=C1)C#N)C(=O)O)=O)F (7-chloro-1-p-cyanophenyl-6-fluoro-1,4-dihydro-4-oxo-quinoline-3-carboxylic acid), N1CCNCC1 (piperazine). Yields the product C(#N)C1=CC=C(C=C1)N1C=C(C(C2=CC(=C(C=C12)N1CCNCC1)F)=O)C(=O)O (1-p-cyanophenyl-6-fluoro-1,4-dihydro-4-oxo-7-(1-piperazinyl)-quinoline-3-carboxylic acid), hydrochloride salt. RXN SMILES: Cl[C:2]1[CH:11]=[C:10]2[C:5]([C:6](=[O:23])[C:7]([C:20]([OH:22])=[O:21])=[CH:8][N:9]2[C:12]2[CH:17]=[CH:16][C:15]([C:18]#[N:19])=[CH:14][CH:13]=2)=[CH:4][C:3]=1[F:24].[NH:25]1[CH2:30][CH2:29][NH:28][CH2:27][CH2:26]1>>[C:18]([C:15]1[CH:14]=[CH:13][C:12]([N:9]2[C:10]3[C:5](=[CH:4][C:3]([F:24])=[C:2]([N:25]4[CH2:30][CH2:29][NH:28][CH2:27][CH2:26]4)[CH:11]=3)[C:6](=[O:23])[C:7]([C:20]([OH:22])=[O:21])=[CH:8]2)=[CH:17][CH:16]=1)#[N:19]. Procedure details: In the described fashion as Example 1(e), the above acid (7) (R6 =C2H5, R=p-cyanophenyl), after reacting with piperazine, can give the desired 1-p-cyanophenyl-6-fluoro-1,4-dihydro-4-oxo-7-(1-piperazinyl)-quinoline-3-carboxylic acid (9) ##STR30## R=p-cyanophenyl) and its hydrochloride salt. The reactants are C(C)(C)(C)OC(=O)N1CCN(CC1)C(=O)C1=C(N(C2=NC=C(C=C21)OC)C2=CC=CC=C2)CC2=C(C(=CC=C2)F)C (4-[2-(3-Fluoro-2-methyl-benzyl)-5-methoxy-1-phenyl-1H-pyrrolo[2,3-b]pyridine-3-carbonyl]-piperazine-1-carboxylic acid tert-butyl ester), Cl.Cl.FC=1C(=C(CC2=C(C=3C(=NC=C(C3)OC)N2C2=CC=CC=C2)C(=O)N2CCNCC2)C=CC1)C ([2-(3-fluoro-2-methyl-benzyl)-5-methoxy-1-phenyl-1H-pyrrolo[2,3-b]pyridin-3-yl]-piperazin-1-yl-methanone dihydrochloride), Cl (hydrochloric acid). Yields the product FC=1C(=C(CC2=C(C=3C(=NC=C(C3)OC)N2C2=CC=CC=C2)C(=O)N2CCNCC2)C=CC1)C ([2-(3-Fluoro-2-methyl-benzyl)-5-methoxy-1-phenyl-1H-pyrrolo[2,3-b]pyridin-3-yl]-piperazin-1-yl-methanone). The yield is 61.3%. Reaction SMILES: C(OC([N:8]1[CH2:13][CH2:12][N:11]([C:14]([C:16]2[C:24]3[C:19](=[N:20][CH:21]=[C:22]([O:25][CH3:26])[CH:23]=3)[N:18]([C:27]3[CH:32]=[CH:31][CH:30]=[CH:29][CH:28]=3)[C:17]=2[CH2:33][C:34]2[CH:39]=[CH:38][CH:37]=[C:36]([F:40])[C:35]=2[CH3:41])=[O:15])[CH2:10][CH2:9]1)=O)(C)(C)C.Cl.Cl.Cl.FC1C(C)=C(C=CC=1)CC1N(C2C=CC=CC=2)C2=NC=C(OC)C=C2C=1C(N1CCNCC1)=O>>[F:40][C:36]1[C:35]([CH3:41])=[C:34]([CH:39]=[CH:38][CH:37]=1)[CH2:33][C:17]1[N:18]([C:27]2[CH:28]=[CH:29][CH:30]=[CH:31][CH:32]=2)[C:19]2=[N:20][CH:21]=[C:22]([O:25][CH3:26])[CH:23]=[C:24]2[C:16]=1[C:14]([N:11]1[CH2:10][CH2:9][NH:8][CH2:13][CH2:12]1)=[O:15] |f:2.3.4|. Procedure details: The compound of step 1 (35.0 mg, 62.6 μmol) was reacted analogously as described in example 1, step 7. Dissolution of the obtained solid in a small quantity of MOH, addition of hydrochloric acid (0.1 M) and lyophilization overnight yielded 17.6 mg of the title compound in the form of the [2-(3-fluoro-2-methyl-benzyl)-5-methoxy-1-phenyl-1H-pyrrolo[2,3-b]pyridin-3-yl]-piperazin-1-yl-methanone dihydrochloride. The reactants are [Br-], C1CCOC1, C[Mg+], CON(C)C(=O)c1ccc(F)nc1. Yields the product CC(=O)c1ccc(F)nc1. Reaction SMILES: [Br-:14].[CH2:17]1[O:18][CH2:19][CH2:20][CH2:21]1.[CH3:15][Mg+:16].[F:1][c:2]1[n:3][cH:4][c:5]([C:6](=[O:7])[N:8]([O:9][CH3:10])[CH3:11])[cH:12][cH:13]1>>[F:1][c:2]1[n:3][cH:4][c:5]([C:6](=[O:7])[CH3:15])[cH:12][cH:13]1.